From a dataset of the Open Reaction Database (ORD), a public repository of structured organic reaction records. describe an organic reaction: reactants, conditions, products, and yield Reactants: O=C[C@H](O)[C@H](O)[C@@H](O)CO (L-lyxose), C4, OH, OC1[C@H](O)[C@H](O)[C@H](S1)CO (4-thio-D-ribofuranose), OC1[C@H](O)[C@H](O)[C@@H](S1)CO (4-thio-L-lyxofuranose). Product: OC1C[C@H](O)[C@H](O1)CO (2-deoxy-D-ribofuranose). RXN SMILES: [O:1]=[CH:2][C@@H:3]([C@@H:5]([C@H:7]([CH2:9][OH:10])[OH:8])[OH:6])O.OC1S[C@H](CO)[C@@H](O)[C@H]1O.OC1S[C@@H](CO)[C@@H](O)[C@H]1O>>[OH:1][CH:2]1[O:8][C@H:7]([CH2:9][OH:10])[C@@H:5]([OH:6])[CH2:3]1. Reported procedure: The synthesis of L-thioLyxofuranose and D-thioRibofuranose was carried out in 7 steps from D-ribose and L-lyxose respectively with 29 and 21% yield respectively. This synthesis is illustrated in Scheme 6. ##STR27## The synthesis in order to obtain the thio-D-ribofuranose uses L-lyxose as starting product as in the Whistler synthesis (page 19). This strategy is called strategy C1-C4. Indeed, the sulfur atom is first introduced in the anomeric position and an NS2 nucleophilic substitution between ...